Dataset: the Open Reaction Database (ORD), a public repository of structured organic reaction records. Task: describe an organic reaction: reactants, conditions, products, and yield Starting materials: C([C@@H](O)[C@H](O)C(=O)O)(=O)O (D-tartaric acid), ClC1=CC=C(C=C1)N1C([C@H](CC1)CN1CCN(CC1)CCOC)=O ((R)-1-(4-chlorophenyl)-3-(4-(2-methoxyethyl)piperazin-1-yl)methyl-2-pyrrolidinone). The solvent is C(C)O (ethanol), C(C)O (ethanol). The product is C(=O)(O)[C@@H](O)[C@H](O)C(=O)O.C(=O)(O)[C@@H](O)[C@H](O)C(=O)O.ClC1=CC=C(C=C1)N1C([C@H](CC1)CN1CCN(CC1)CCOC)=O ((R)-1-(4-chlorophenyl)-3-(4-(2-methoxyethyl)piperazin-1-yl)methyl-2-pyrrolidinone di-D-tartrate). Yield: 67.5%. As a reaction SMILES: [C:1]([OH:10])(=[O:9])[C@H:2]([C@@H:4]([C:6]([OH:8])=[O:7])[OH:5])[OH:3].[Cl:11][C:12]1[CH:17]=[CH:16][C:15]([N:18]2[CH2:22][CH2:21][C@H:20]([CH2:23][N:24]3[CH2:29][CH2:28][N:27]([CH2:30][CH2:31][O:32][CH3:33])[CH2:26][CH2:25]3)[C:19]2=[O:34])=[CH:14][CH:13]=1>C(O)C>[C:6]([C@H:4]([C@@H:2]([C:1]([OH:10])=[O:9])[OH:3])[OH:5])([OH:8])=[O:7].[C:6]([C@H:4]([C@@H:2]([C:1]([OH:10])=[O:9])[OH:3])[OH:5])([OH:8])=[O:7].[Cl:11][C:12]1[CH:17]=[CH:16][C:15]([N:18]2[CH2:22][CH2:21][C@H:20]([CH2:23][N:24]3[CH2:25][CH2:26][N:27]([CH2:30][CH2:31][O:32][CH3:33])[CH2:28][CH2:29]3)[C:19]2=[O:34])=[CH:14][CH:13]=1 |f:3.4.5|. Procedure: A solution of 75 mg of D-tartaric acid in 3 mL of ethanol was added to a solution of 176 mg of (R)-1-(4-chlorophenyl)-3-(4-(2-methoxyethyl)piperazin-1-yl)methyl-2-pyrrolidinone in 3 mL of ethanol. The mixture was stirred at room temperature and cooled. The precipitated solid was filtered and dried to give 110 mg of the title compound.